This data is from the Open Reaction Database (ORD), a public repository of structured organic reaction records. The task is: describe an organic reaction: reactants, conditions, products, and yield Starting materials: COC=1C=C(C=CC1OC)O (3,4-dimethoxyphenol), solution, B(Cl)(Cl)Cl (boron trichloride), C(C1=CC=CC=C1)(=O)Cl (benzoyl chloride), [OH-].[Na+] (NaOH). Run in C1=CC=CC=C1 (benzene), ClCCl (dichloromethane), C1=CC=CC=C1 (benzene). Reaction conditions: time 2 hour. Product: OC1=C(C=O)C=C(C(=C1)OC)OC (2-Hydroxy-4,5-dimethoxybenzaldehyde). Isolated yield 73.1%. As a reaction SMILES: B(Cl)(Cl)Cl.[C:5](Cl)(=[O:12])C1C=CC=CC=1.[CH3:14][O:15][C:16]1[CH:17]=[C:18]([OH:24])[CH:19]=[CH:20][C:21]=1[O:22][CH3:23].[OH-].[Na+]>ClCCl.C1C=CC=CC=1>[OH:24][C:18]1[CH:17]=[C:16]([O:15][CH3:14])[C:21]([O:22][CH3:23])=[CH:20][C:19]=1[CH:5]=[O:12] |f:3.4|. Procedure: A 1.0M solution of boron trichloride (210 ml, Aldrich) in dichloromethane was added to benzoyl chloride (130 g. Aldrich) in benzene (350 ml). Next, 3,4-dimethoxyphenol (30.0 g, Aldrich) in benzene (130 ml) was added and the reaction mixture was stirred at room temperature for 21/2 hours. 50% NaOH (55 ml) was then added and the mixture was stirred for 15 minutes. The organic layers were separated, dried and concentrated in vacuo. The resulting residue was triturated with 1N NaOH for 40 minutes th...